This data is from the Open Reaction Database (ORD), a public repository of structured organic reaction records. The task is: describe an organic reaction: reactants, conditions, products, and yield Reactants: CC1=C(C(=CC(=C1)OC)C)N=C=O (2,6-dimethyl-4-methoxyphenyl isocyanate), C(Cl)Cl (methylene chloride), [OH-].[Na+] (sodium hydroxide), S(=O)(=O)(O)O.CNC(=N)N (methyl guanidine sulfate), [O-]S(=O)(=O)[O-].[Na+].[Na+] (Na2SO4). Solvent: O (water), C1CCOC1 (THF), C1CCOC1 (THF), Cl.CO (HCl methanol). Yields the product Cl.CC1=C(C(=CC(=C1)OC)C)NC(=O)NC(NC)=N (1-(2,6-dimethyl-4-methoxyphenyl)-3-methylamidinourea hydrochloride). Reaction SMILES: [OH-].[Na+].S(O)(O)(=O)=O.[CH3:8][NH:9][C:10]([NH2:12])=[NH:11].[O-]S([O-])(=O)=O.[Na+].[Na+].[CH3:20][C:21]1[CH:26]=[C:25]([O:27][CH3:28])[CH:24]=[C:23]([CH3:29])[C:22]=1[N:30]=[C:31]=[O:32].C(Cl)[Cl:34]>C1COCC1.O.Cl.CO>[ClH:34].[CH3:29][C:23]1[CH:24]=[C:25]([O:27][CH3:28])[CH:26]=[C:21]([CH3:20])[C:22]=1[NH:30][C:31]([NH:12][C:10](=[NH:11])[NH:9][CH3:8])=[O:32] |f:0.1,2.3,4.5.6,11.12,13.14|. Procedure: 7.22 grams of a 50% aqueous sodium hydroxide solution are added to a stirred mixture of methyl guanidine sulfate (9.76 g) in 200 ml of THF. The mixture is stirred for one half hour followed by the addition of anhydrous Na2SO4 (10 g). The mixture is stirred for an additional one half hour. 8.0 grams of 2,6-dimethyl-4-methoxyphenyl isocyanate in 50 ml of THF are added dropwise to the reaction mixture and the mixture stirred overnight. The reaction mixture is filtered and concentrated in vacuo to o... Starting materials: C(C)C(C=O)=CC[C@@H]1C(C(=CC1)C)(C)C ((R)-2-ethyl-4-(2,2,3-trimethylcyclopent-3-en-1-yl)but-2-enal), C(C1=CC=CC=C1)(=O)O (benzoic acid), (ethylenediamine)[9,9-dimethyl-4,5-bis(diphenylphosphino)xanthene]ruthenium(bispivalate). Reaction conditions: temperature 100 celsius. Product: C(C)C(CO)=CC[C@@H]1C(C(=CC1)C)(C)C ((R)-2-ethyl-4-(2,2,3-trimethylcyclopent-3-en-1-yl)but-2-en-1-ol). RXN SMILES: [CH2:1]([C:3](=[CH:6][CH2:7][C@H:8]1[CH2:12][CH:11]=[C:10]([CH3:13])[C:9]1([CH3:15])[CH3:14])[CH:4]=[O:5])[CH3:2].C(O)(=O)C1C=CC=CC=1>>[CH2:1]([C:3](=[CH:6][CH2:7][C@H:8]1[CH2:12][CH:11]=[C:10]([CH3:13])[C:9]1([CH3:14])[CH3:15])[CH2:4][OH:5])[CH3:2]. Procedure: (R)-2-ethyl-4-(2,2,3-trimethylcyclopent-3-en-1-yl)but-2-enal (as a 95/5 E/Z isomers mixture) (412 g, 2 mol.), benzoic acid (2.44 g, 0.02 mol., 1 mol.%) and (ethylenediamine)[9,9-dimethyl-4,5-bis(diphenylphosphino)xanthene]ruthenium(bispivalate) (37.6 mg, 0.04 mmol, 0.002 mol.%) were loaded altogether in a 1 L autoclave equipped with a mechanical stirring device. Sealed autoclave was then purged under stirring with nitrogen (3 times 5 bars) and hydrogen (3 times 5 bars) before being pressurized t... The reactants are O (water), BrCC(=O)OC (Methyl bromoacetate), C(#N)C1=CC=C(C(=O)NC=2C=CC(=C(C2)NC(C2=CC=C(C=C2)O)=O)C)C=C1 (N-[5-(4-cyanobenzamido)-2-methylphenyl]-4-hydroxybenzamide), C([O-])([O-])=O.[K+].[K+] (potassium carbonate). Run in CN(C)C=O (DMF). Run at temperature 80 celsius. Yields the product C(#N)C1=CC=C(C(=O)NC=2C=CC(=C(C2)NC(C2=CC=C(C=C2)OCC(=O)OC)=O)C)C=C1 (N-[5-(4-cyanobenzamido)-2-methylphenyl]4-(methoxycarbonylmethoxy)benzamide). As a reaction SMILES: Br[CH2:2][C:3]([O:5][CH3:6])=[O:4].[C:7]([C:9]1[CH:34]=[CH:33][C:12]([C:13]([NH:15][C:16]2[CH:17]=[CH:18][C:19]([CH3:32])=[C:20]([NH:22][C:23](=[O:31])[C:24]3[CH:29]=[CH:28][C:27]([OH:30])=[CH:26][CH:25]=3)[CH:21]=2)=[O:14])=[CH:11][CH:10]=1)#[N:8].C(=O)([O-])[O-].[K+].[K+].O>CN(C=O)C>[C:7]([C:9]1[CH:10]=[CH:11][C:12]([C:13]([NH:15][C:16]2[CH:17]=[CH:18][C:19]([CH3:32])=[C:20]([NH:22][C:23](=[O:31])[C:24]3[CH:29]=[CH:28][C:27]([O:30][CH2:2][C:3]([O:5][CH3:6])=[O:4])=[CH:26][CH:25]=3)[CH:21]=2)=[O:14])=[CH:33][CH:34]=1)#[N:8] |f:2.3.4|. Procedure: Methyl bromoacetate (0.023 ml) was added to a suspension of N-[5-(4-cyanobenzamido)-2-methylphenyl]-4-hydroxybenzamide (0.06 g) and potassium carbonate (0.045 g) in DMF (3 ml) and the mixture was stirred and heated to 80° C. for 5 hours. The mixture was poured into water and extracted with ethyl acetate. The organic extract was dried (MgSO4) and evaporated. The residue was triturated under diethyl ether. The resultant solid was dried under vacuum at 55° C. to give the title compound as a solid (... The reactants are crude product, O (water), OC1=CC=CC=2CC(OC21)(C)C (7-Hydroxy-2,3-dihydro-2,2-dimethylbenzofurane), C(C1=CC=CC=C1)(=O)Cl (benzoyl chloride), ice water. Reagents/catalysts: [O-2].[O-2].[O-2].[Cr+6] (chromium trioxide). Solvent: C(C)(=O)O (acetic acid), C(C)(=O)O (acetic acid), N1=CC=CC=C1 (pyridine). Conditions: time 10 hour. Yields the product OC1=CC=CC=2C(C(OC21)(C)C)=O (7-Hydroxy-2,2-dimethyl-benzofuran-3-one). Reaction SMILES: [OH:1][C:2]1[C:10]2[O:9][C:8]([CH3:12])([CH3:11])[CH2:7][C:6]=2[CH:5]=[CH:4][CH:3]=1.C(Cl)(=[O:20])C1C=CC=CC=1.O>N1C=CC=CC=1.C(O)(=O)C.[O-2].[O-2].[O-2].[Cr+6]>[OH:1][C:2]1[C:10]2[O:9][C:8]([CH3:12])([CH3:11])[C:7](=[O:20])[C:6]=2[CH:5]=[CH:4][CH:3]=1 |f:5.6.7.8|. Reported procedure: 7-Hydroxy-2,3-dihydro-2,2-dimethylbenzofurane is dissolved in 100 ml pyridine. 0.5 mol benzoyl chloride is added dropwise at 0° C. within 4 h. Subsequently it is stirred for 10 h at room temperature. It is poured onto 200 ml ice water and aspirated. The residue is washed with 500 ml 2 M hydrochloric acid and then with 1000 ml water and dried in air. A solution of 0.906 mol chromium trioxide in 370 ml glacial acetic acid is added dropwise to a solution of this crude product (0.45 mol) in 600 ml g... Reactants: ClC=1C=CC=2N(C(C3=C(N(C2N1)CC)N=CC(=C3)I)=O)C (2-Chloro-5,11-dihydro-11-ethyl-8-iodo-5-methyl-6H-dipyrido[3,2-b:2',3'-e][1,4]diazepin-6-one), C(=C)C1=CC=NC=C1 (4-vinylpyridine). The reagents and catalysts are Cl[Pd]([P](C1=CC=CC=C1)(C2=CC=CC=C2)C3=CC=CC=C3)([P](C4=CC=CC=C4)(C5=CC=CC=C5)C6=CC=CC=C6)Cl (bis(triphenylphosphine)palladium(II) chloride). Run in C(C)N(CC)CC (triethylamine). Product: ClC=1C=CC=2N(C(C3=C(N(C2N1)CC)N=CC(=C3)\C=C\C3=CC=NC=C3)=O)C (2-Chloro-5,11-dihydro-11-ethyl-8-[trans-2-(4-pyridyl)ethen-1-yl]-5-methyl-6H -dipyrido[3,2-b:2',3'-e][1,4]diazepin-6-one). As a reaction SMILES: [Cl:1][C:2]1[CH:3]=[CH:4][C:5]2[N:6]([CH3:21])[C:7](=[O:20])[C:8]3[CH:18]=[C:17](I)[CH:16]=[N:15][C:9]=3[N:10]([CH2:13][CH3:14])[C:11]=2[N:12]=1.[CH:22]([C:24]1[CH:29]=[CH:28][N:27]=[CH:26][CH:25]=1)=[CH2:23]>Cl[Pd](Cl)([P](C1C=CC=CC=1)(C1C=CC=CC=1)C1C=CC=CC=1)[P](C1C=CC=CC=1)(C1C=CC=CC=1)C1C=CC=CC=1.C(N(CC)CC)C>[Cl:1][C:2]1[CH:3]=[CH:4][C:5]2[N:6]([CH3:21])[C:7](=[O:20])[C:8]3[CH:18]=[C:17](/[CH:23]=[CH:22]/[C:24]4[CH:29]=[CH:28][N:27]=[CH:26][CH:25]=4)[CH:16]=[N:15][C:9]=3[N:10]([CH2:13][CH3:14])[C:11]=2[N:12]=1 |^1:32,51|. Procedure details: 2-Chloro-5,11-dihydro-11-ethyl-8-iodo-5-methyl-6H-dipyrido[3,2-b:2',3'-e][1,4]diazepin-6-one (prepared by procedures analogous to those described in Example 1a-g) (0.5 g, 1.2 mmol) was coupled with 4-vinylpyridine in the presence of bis(triphenylphosphine)palladium(II) chloride and triethylamine as described in example 1h to give 0.28 g of the title compound as brown crystals, m.p. 150°-152° C. Starting materials: [N+](=O)([O-])C=1C(=NC=C(C1)[N+](=O)[O-])NN (3,5-dinitro-pyridinyl-hydrazine). Reagents/catalysts: C(C)(=O)[O-].[Ag+] (Silver acetate). The solvent is CO.O (methanol H2O). Product: [N+](=O)([O-])C=1C=NC=C(C1)[N+](=O)[O-] (3,5-dinitro-pyridine). Yield: 21.4%. RXN SMILES: [N+:1]([C:4]1[C:5](NN)=[N:6][CH:7]=[C:8]([N+:10]([O-:12])=[O:11])[CH:9]=1)([O-:3])=[O:2]>CO.O.C([O-])(=O)C.[Ag+]>[N+:10]([C:8]1[CH:7]=[N:6][CH:5]=[C:4]([N+:1]([O-:3])=[O:2])[CH:9]=1)([O-:12])=[O:11] |f:1.2,3.4|. Procedure: Silver acetate (2.0 g) was added to a solution of the crude 3,5-dinitro-pyridinyl-hydrazine (2.2 g) in a mixture of methanol:H2O (1:1, 6 ml), and the mixture was stirred at reflux overnight. Solvent was evaporated, then water and conc. NH4OH were added. The mixture was extracted with ethyl ether, the combined extracts were dried over MgSO4, concentrated and purified by column chromatography (5:1 hexane: ethyl acetate) to give the title compound (400 mg) in 21.8% yield. MS (DCI/NH3) m/e: 124 (M-4... Starting materials: CC(C)(C)OC(=O)NC1CCC(N)C1, CC(C)O, CCN(C(C)C)C(C)C, O=[N+]([O-])c1cnc2c(ccn2S(=O)(=O)c2ccccc2)c1Cl. The product is CC(C)(C)OC(=O)NC1CCC(Nc2c([N+](=O)[O-])cnc3c2ccn3S(=O)(=O)c2ccccc2)C1. As a reaction SMILES: [C:23]([CH3:24])([CH3:25])([CH3:26])[O:27][C:28]([NH:29][CH:30]1[CH2:31][CH:32]([NH2:35])[CH2:33][CH2:34]1)=[O:36].[CH3:46][CH:47]([OH:48])[CH3:49].[CH:37]([N:38]([CH:39]([CH3:40])[CH3:41])[CH2:42][CH3:43])([CH3:44])[CH3:45].[c:1]1([S:7](=[O:8])(=[O:9])[n:10]2[cH:11][cH:12][c:13]3[c:14]2[n:15][cH:16][c:17]([N+:20](=[O:21])[O-:22])[c:18]3[Cl:19])[cH:2][cH:3][cH:4][cH:5][cH:6]1>>[c:1]1([S:7](=[O:8])(=[O:9])[n:10]2[cH:11][cH:12][c:13]3[c:14]2[n:15][cH:16][c:17]([N+:20](=[O:21])[O-:22])[c:18]3[NH:35][CH:32]2[CH2:31][CH:30]([NH:29][C:28]([O:27][C:23]([CH3:24])([CH3:25])[CH3:26])=[O:36])[CH2:34][CH2:33]2)[cH:2][cH:3][cH:4][cH:5][cH:6]1. Starting materials: OC1CC(CCC1)OCC1=C(C(=O)OC)C(=CC=C1)C (methyl 2-(3-hydroxycyclohexyloxymethyl)-6-methylbenzoate), COC=1C=C(C=CC1)C=1OC(=C(N1)CI)C (2-(3-methoxyphenyl)-4-iodomethyl-5-methyloxazole). Yields the product COC=1C=C(C=CC1)C=1OC(=C(N1)COC1CC(CCC1)OCC1=C(C(=O)O)C(=CC=C1)C)C (2-{3-[2-(3-Methoxyphenyl)-5-methyloxazol-4-ylmethoxy]cyclohexyloxymethyl}-6-methylbenzoic acid). As a reaction SMILES: [OH:1][CH:2]1[CH2:7][CH2:6][CH2:5][CH:4]([O:8][CH2:9][C:10]2[CH:19]=[CH:18][CH:17]=[C:16]([CH3:20])[C:11]=2[C:12]([O:14]C)=[O:13])[CH2:3]1.[CH3:21][O:22][C:23]1[CH:24]=[C:25]([C:29]2[O:30][C:31]([CH3:36])=[C:32]([CH2:34]I)[N:33]=2)[CH:26]=[CH:27][CH:28]=1>>[CH3:21][O:22][C:23]1[CH:24]=[C:25]([C:29]2[O:30][C:31]([CH3:36])=[C:32]([CH2:34][O:1][CH:2]3[CH2:7][CH2:6][CH2:5][CH:4]([O:8][CH2:9][C:10]4[CH:19]=[CH:18][CH:17]=[C:16]([CH3:20])[C:11]=4[C:12]([OH:14])=[O:13])[CH2:3]3)[N:33]=2)[CH:26]=[CH:27][CH:28]=1. Procedure details: Using methyl 2-(3-hydroxycyclohexyloxymethyl)-6-methylbenzoate and 2-(3-methoxyphenyl)-4-iodomethyl-5-methyloxazole as starting materials in the procedure of Example XXXI, gave the product 53 of molecular weight 465.55 (C27H31NO6), MS(ESI): 466.37 (M+H+). Reactants: C(C)OC(CC1CCOCC1)=O ((Tetrahydro-pyran-4-yl)-acetic acid ethyl ester), Cl (HCl), [Li+].CC(C)[N-]C(C)C (LDA), CN(C)P(=O)(N(C)C)N(C)C (HMPA), CI (MeI). Solvent: C1CCOC1 (THF). Reaction conditions: time 0.5 hour. The product is C(C)OC(C(C)C1CCOCC1)=O (2-(Tetrahydro-pyran-4-yl)-propionic acid ethyl ester). Yield: 83.3%. RXN SMILES: [CH2:1]([O:3][C:4](=[O:12])[CH2:5][CH:6]1[CH2:11][CH2:10][O:9][CH2:8][CH2:7]1)[CH3:2].[Li+].[CH3:14]C([N-]C(C)C)C.CN(P(N(C)C)(N(C)C)=O)C.CI.Cl>C1COCC1>[CH2:1]([O:3][C:4](=[O:12])[CH:5]([CH:6]1[CH2:11][CH2:10][O:9][CH2:8][CH2:7]1)[CH3:14])[CH3:2] |f:1.2|. Procedure: To a solution of (Tetrahydro-pyran-4-yl)-acetic acid ethyl ester (2.0 g, 11.6 mmol) in 50 mL of THF at −78° C. LDA (1.0 M, 17.4 mL, 34.8 mmol) is added dropwise. The solution is stirred for 0.5 h and treated with HMPA (3.2 mL, 9.3 mmol) and MeI (4.94 g, 34.8 mmol). The reaction mixture is stirred at the same temperature for 0.5 h and for 1.5 h at 0° C., acidified with aqueous 1 N aqueous HCl solution, and extracted twice with ether (2×40 mL). The organic phase is washed with saturated aqueous Na... Starting materials: CCOC(=O)NC, CCC(C)c1ccccc1O, BrP(Br)Br. The product is CCC(C)c1ccccc1OC(=O)NC. RXN SMILES: [CH3:12][NH:13][C:14]([O:15][CH2:17][CH3:18])=[O:16].[CH:1]([CH3:2])([CH2:3][CH3:4])[c:5]1[c:6]([OH:11])[cH:7][cH:8][cH:9][cH:10]1.[P:19]([Br:20])([Br:21])[Br:22]>>[CH:1]([CH3:2])([CH2:3][CH3:4])[c:5]1[c:6]([O:11][C:14]([NH:13][CH3:12])=[O:15])[cH:7][cH:8][cH:9][cH:10]1.